From a dataset of the Open Reaction Database (ORD), a public repository of structured organic reaction records. describe an organic reaction: reactants, conditions, products, and yield The reactants are ClC1=CC=C(C=C1)NC1=NC=CC=C1N (N2-(4-chlorophenyl)pyridine-2,3-diamine), C(C)(C)(C)OC(=O)N[C@H](C(=O)O)C ((S)-2-tertbutoxycarbonylaminopropionic acid), C1=CC2=C(N=C1)N(N=N2)O (HOAt), CN1CCOCC1 (4-methylmorpholine), Cl.CN(CCCN=C=NCC)C (N-(3-dimethylaminopropyl)-N′-ethylcarbodiimide hydrochloride). Solvent: C(Cl)Cl (DCM). Run at time 1 hour. The product is C(C)(C)(C)OC(N[C@@H](C)C1=NC=2C(=NC=CC2)N1C1=CC=C(C=C1)Cl)=O ({(S)-1-[3-(4-Chlorophenyl)-3H-imidazo[4,5-b]pyridin-2-yl]ethyl}carbamic acid tert-butyl ester). Isolated yield 91.2%. Reaction SMILES: [Cl:1][C:2]1[CH:7]=[CH:6][C:5]([NH:8][C:9]2[C:14]([NH2:15])=[CH:13][CH:12]=[CH:11][N:10]=2)=[CH:4][CH:3]=1.[C:16]([O:20][C:21]([NH:23][C@@H:24]([CH3:28])[C:25](O)=O)=[O:22])([CH3:19])([CH3:18])[CH3:17].C1C=NC2N(O)N=NC=2C=1.CN1CCOCC1.Cl.CN(C)CCCN=C=NCC>C(Cl)Cl>[C:16]([O:20][C:21](=[O:22])[NH:23][C@H:24]([C:25]1[N:8]([C:5]2[CH:6]=[CH:7][C:2]([Cl:1])=[CH:3][CH:4]=2)[C:9]2=[N:10][CH:11]=[CH:12][CH:13]=[C:14]2[N:15]=1)[CH3:28])([CH3:19])([CH3:18])[CH3:17] |f:4.5|. Procedure details: A mixture of N2-(4-chlorophenyl)pyridine-2,3-diamine (64 mg, 0.291 mmol), (S)-2-tertbutoxycarbonylaminopropionic acid (61 mg, 0.32 mmol), HOAt (44 mg, 0.32 mmol), 4-methylmorpholine (70 μL, 0.641 mmol) and N-(3-dimethylaminopropyl)-N′-ethylcarbodiimide hydrochloride (61 mg, 0.32 mmol) in DCM (10 mL) was stirred at RT for 1 h then left standing at RT for 64 h. The reaction mixture was partitioned between DCM and a saturated aqueous solution of NaHCO3. The organic fraction was washed with brine, d... Starting materials: ClCCCl, CS(N)(=O)=O, CN(C)c1ccncc1, ClCCl, Cc1ccc(NC(=O)C2(c3ccc4c(c3)OC(F)(F)O4)CC2)cc1-c1cccc(C(=O)O)c1. Product: Cc1ccc(NC(=O)C2(c3ccc4c(c3)OC(F)(F)O4)CC2)cc1-c1cccc(C(=O)NS(C)(=O)=O)c1. RXN SMILES: [CH2:39]([Cl:40])[CH2:41][Cl:42].[CH3:34][S:35](=[O:36])(=[O:37])[NH2:38].[CH3:43][N:44]([c:45]1[cH:46][cH:47][n:48][cH:49][cH:50]1)[CH3:51].[Cl:52][CH2:53][Cl:54].[F:1][C:2]1([F:33])[O:3][c:4]2[c:5]([cH:7][cH:8][c:9]([C:11]3([C:14](=[O:15])[NH:16][c:17]4[cH:18][cH:19][c:20]([CH3:32])[c:21](-[c:23]5[cH:24][c:25]([C:29](=[O:30])[OH:31])[cH:26][cH:27][cH:28]5)[cH:22]4)[CH2:12][CH2:13]3)[cH:10]2)[O:6]1>>[F:1][C:2]1([F:33])[O:3][c:4]2[c:5]([cH:7][cH:8][c:9]([C:11]3([C:14](=[O:15])[NH:16][c:17]4[cH:18][cH:19][c:20]([CH3:32])[c:21](-[c:23]5[cH:24][c:25]([C:29](=[O:30])[NH:38][S:35]([CH3:34])(=[O:36])=[O:37])[cH:26][cH:27][cH:28]5)[cH:22]4)[CH2:12][CH2:13]3)[cH:10]2)[O:6]1.